From a dataset of the Open Reaction Database (ORD), a public repository of structured organic reaction records. describe an organic reaction: reactants, conditions, products, and yield Reactants: CSC(=NC#N)SC, CN(C)Cc1ccnc(CSCCN)c1, CCO. The product is CSC(=NCCSCc1cc(CN(C)C)ccn1)NC#N. RXN SMILES: [CH3:16][S:17][C:18]([S:19][CH3:20])=[N:21][C:22]#[N:23].[CH3:1][N:2]([CH3:3])[CH2:4][c:5]1[cH:6][c:7]([CH2:11][S:12][CH2:13][CH2:14][NH2:15])[n:8][cH:9][cH:10]1.[CH3:24][CH2:25][OH:26]>>[CH3:1][N:2]([CH3:3])[CH2:4][c:5]1[cH:6][c:7]([CH2:11][S:12][CH2:13][CH2:14][N:15]=[C:18]([S:17][CH3:16])[NH:21][C:22]#[N:23])[n:8][cH:9][cH:10]1. Reactants: COC=1C=CC(=C(C1)C1=CC=C(C=C1)O)CCC1=CC=C(C=C1)OC (5′-methoxy-2′-[2-(4-methoxyphenyl)ethyl]biphenyl-4-ol), Cl.ClCCN1CCCCC1 (1-(2-chloroethyl)piperidine hydrochloride), COC=1C=CC(=C(C1)C1=CC=C(C=C1)OCCN1CCCCC1)CCC1=CC=C(C=C1)OC (1-{2-{5′-methoxy-2′-[2-(4-methoxyphenyl)ethyl]biphenyl-4-yloxy}ethyl}piperidine). Yields the product OC1=CC=C(C=C1)CCC1=CC=C(C=C1C1=CC=C(C=C1)OCCN1CCCCC1)O (6-[2-(4-Hydroxyphenyl)ethyl]-4′-(2-piperidin-1-ylethoxy)biphenyl-3-ol). Isolated yield 41.8%. Reaction SMILES: COC1C=CC(CCC2C=CC(OC)=CC=2)=C(C2C=CC(O)=CC=2)C=1.Cl.ClCCN1CCCCC1.C[O:37][C:38]1[CH:39]=[CH:40][C:41]([CH2:59][CH2:60][C:61]2[CH:66]=[CH:65][C:64]([O:67]C)=[CH:63][CH:62]=2)=[C:42]([C:44]2[CH:49]=[CH:48][C:47]([O:50][CH2:51][CH2:52][N:53]3[CH2:58][CH2:57][CH2:56][CH2:55][CH2:54]3)=[CH:46][CH:45]=2)[CH:43]=1>>[OH:67][C:64]1[CH:65]=[CH:66][C:61]([CH2:60][CH2:59][C:41]2[C:42]([C:44]3[CH:49]=[CH:48][C:47]([O:50][CH2:51][CH2:52][N:53]4[CH2:58][CH2:57][CH2:56][CH2:55][CH2:54]4)=[CH:46][CH:45]=3)=[CH:43][C:38]([OH:37])=[CH:39][CH:40]=2)=[CH:62][CH:63]=1 |f:1.2|. Procedure: Synthesized from 5′-methoxy-2′-[2-(4-methoxyphenyl)ethyl]biphenyl-4-ol and 1-(2-chloroethyl)piperidine hydrochloride according to an analogous synthetic method to Preparation Example 40, 1-{2-{5′-methoxy-2′-[2-(4-methoxyphenyl)ethyl]biphenyl-4-yloxy}ethyl}piperidine (250 mg) was used according to an analogous synthetic method to Example 779 to provide the title compound (98 mg). Starting materials: ClC1=C(C=CC(=C1C)[N+](=O)[O-])C (2-chloro-1,3-dimethyl-4-nitro-benzene), ClC1=C(C=C(C=C1C)[N+](=O)[O-])C (chloro-1,3-dimethyl-5-nitro-benzene), [OH-].[Na+] (NaOH), Cl[Sn]Cl (SnCl2). The solvent is CCO (EtOH), Cl (HCl), O (H2O). Run at time 8 hour. Product: ClC=1C(=C(N)C=CC1C)C (3-Chloro-2,4-dimethyl-aniline). Reaction SMILES: [Cl:1][C:2]1[C:7]([CH3:8])=[C:6]([N+:9]([O-])=O)[CH:5]=[CH:4][C:3]=1[CH3:12].ClC1C(C)=CC([N+]([O-])=O)=CC=1C.Cl[Sn]Cl.[OH-].[Na+]>CCO.Cl.O>[Cl:1][C:2]1[C:7]([CH3:8])=[C:6]([CH:5]=[CH:4][C:3]=1[CH3:12])[NH2:9] |f:3.4|. Procedure: To a solution of a mixture 2-chloro-1,3-dimethyl-4-nitro-benzene and chloro-1,3-dimethyl-5-nitro-benzene (12.8 g, 69 mmol) in EtOH (75 mL), conc. HCl (75 mL) was added. Than SnCl2 (51.0 g) was added in two portions. The mixture was stirred overnight at RT, then heated at 60° C. for 30 min, cooled to 0-5° C. (ice bath). Neutralized with NaOH (70 g) in H2O (500 ml). The product was extracted with Et2O (500 ml). Extract was dried over Na2SO4, evaporated. The residue was crystallized two times from ... Starting materials: Cl (HCl), ClC=1C=C(C=C(C(=O)NCC(C)C)C1)C(=O)NCC(C)C (5-chloro-N1,N3-diisobutylisophthalamide), B (borane), B (borane). Run in CO (MeOH). Reaction conditions: time 32 hour. The product is ClC=1C=C(CNCC(C)C)C=C(C1)CNCC(C)C ([3-Chloro-5-(isobutylamino-methyl)-benzyl]-isobutyl-amine). Yield: 81.3%. Reaction SMILES: [Cl:1][C:2]1[CH:3]=[C:4]([C:15]([NH:17][CH2:18][CH:19]([CH3:21])[CH3:20])=O)[CH:5]=[C:6]([CH:14]=1)[C:7]([NH:9][CH2:10][CH:11]([CH3:13])[CH3:12])=O.B.Cl>CO>[Cl:1][C:2]1[CH:3]=[C:4]([CH:5]=[C:6]([CH2:7][NH:9][CH2:10][CH:11]([CH3:13])[CH3:12])[CH:14]=1)[CH2:15][NH:17][CH2:18][CH:19]([CH3:21])[CH3:20]. Procedure details: To 5-chloro-N1,N3-diisobutylisophthalamide (8.1 g, 26.1 mmol) was added borane (1 M solution in THF, 130.0 mL, 130.0 mmol). The reaction mixture was stirred at rt under nitrogen for 32 h. The starting material was still remaining. Additional borane (50 mL of 1 M solution in THF) was added and the reaction mixture was heated at 60° C. for another 6 h, then cooled to rt. To the mixture were added 100 mL of MeOH and HCl solution (100 mL of 4 N HCL) were added and the mixture was stirred for 2 h. Th... The reactants are COC(=O)C(O)=CC(=O)N(C)Cc1ccc(F)cc1, NCCc1ccc(Cl)cc1, CN1CC(C(=O)N(C)Cc2ccc(F)cc2)=C(O)C1=O. Yields the product CN(Cc1ccc(F)cc1)C(=O)C1=C(O)C(=O)N(CCc2ccc(Cl)cc2)C1. As a reaction SMILES: [CH3:1][O:2][C:3](=[O:4])[C:5]([OH:6])=[CH:7][C:8](=[O:9])[N:10]([CH2:11][c:12]1[cH:13][cH:14][c:15]([F:16])[cH:17][cH:18]1)[CH3:19].[Cl:20][c:21]1[cH:22][cH:23][c:24]([CH2:27][CH2:28][NH2:29])[cH:25][cH:26]1.[F:30][c:31]1[cH:32][cH:33][c:34]([CH2:35][N:36]([C:37](=[O:38])[C:39]2=[C:43]([OH:44])[C:42](=[O:45])[N:41]([CH3:46])[CH2:40]2)[CH3:47])[cH:48][cH:49]1>>[Cl:20][c:21]1[cH:22][cH:23][c:24]([CH2:27][CH2:28][N:29]2[CH2:40][C:39]([C:37]([N:36]([CH2:35][c:34]3[cH:33][cH:32][c:31]([F:30])[cH:49][cH:48]3)[CH3:47])=[O:38])=[C:43]([OH:44])[C:42]2=[O:45])[cH:25][cH:26]1.